Dataset: the Open Reaction Database (ORD), a public repository of structured organic reaction records. Task: describe an organic reaction: reactants, conditions, products, and yield Starting materials: C(C1CO1)OCCOCC1CO1 (ethylene glycol diglycidyl ether), [K] (potassium), C(CCCCCCC)O (octyl alcohol). Product: C(CCCCCCC)OCC(COCCOCC(O)COCCCCCCCC)O (1,8-bis(octyloxymethyl)-3,6-dioxaoctane-1,8-diol). Isolated yield 49.0%. RXN SMILES: [CH2:1]([O:5][CH2:6][CH2:7][O:8][CH2:9][CH:10]1[O:12][CH2:11]1)[CH:2]1[O:4][CH2:3]1.[K].[CH2:14]([OH:22])[CH2:15][CH2:16][CH2:17][CH2:18][CH2:19][CH2:20][CH3:21]>>[CH2:14]([O:22][CH2:11][CH:10]([OH:12])[CH2:9][O:8][CH2:7][CH2:6][O:5][CH2:1][CH:2]([CH2:3][O:22][CH2:14][CH2:15][CH2:16][CH2:17][CH2:18][CH2:19][CH2:20][CH3:21])[OH:4])[CH2:15][CH2:16][CH2:17][CH2:18][CH2:19][CH2:20][CH3:21] |^1:12|. Procedure details: One part of ethylene glycol diglycidyl ether and 15 parts of octyl alcohol were reacted at 60° C. for 20 hours in the presence of 0.05 parts of potassium. Purification by distillation provided 1,8-bis(octyloxymethyl)-3,6-dioxaoctane-1,8-diol (boiling point 150° C./0.03 Torr) of the following formula: ##STR8## in a yield of 49%. This compound was then added to a greatly excess amount of a mixture of chlorosulfonic acid and acetic acid and reacted at room temperature for 3 hours. The resulting pro... The reactants are N1CC(CC1)O (pyrrolidin-3-ol), COC=1C=C(C=O)C=CC1 (3-methoxybenzaldehyde), C(C)(=O)O[BH-](OC(C)=O)OC(C)=O.[Na+] (sodium triacetoxyborohydride), C(C)(=O)O (Acetic acid), C([O-])(O)=O.[Na+] (sodium bicarbonate). Solvent: ClCCCl (1,2-dichloroethane). Conditions: temperature 45 celsius, time 8 hour. Yields the product crude product, COC=1C=C(CN2CC(CC2)O)C=CC1 (1-(3-methoxybenzyl)pyrrolidin-3-ol). RXN SMILES: [NH:1]1[CH2:5][CH2:4][CH:3]([OH:6])[CH2:2]1.[CH3:7][O:8][C:9]1[CH:10]=[C:11]([CH:14]=[CH:15][CH:16]=1)[CH:12]=O.C(O[BH-](OC(=O)C)OC(=O)C)(=O)C.[Na+].C(O)(=O)C.C(=O)(O)[O-].[Na+]>ClCCCl>[CH3:7][O:8][C:9]1[CH:10]=[C:11]([CH:14]=[CH:15][CH:16]=1)[CH2:12][N:1]1[CH2:5][CH2:4][CH:3]([OH:6])[CH2:2]1 |f:2.3,5.6|. Procedure details: To a mixture of pyrrolidin-3-ol (3.8 g, 44 mmol) and 3-methoxybenzaldehyde (5.0 g, 37 mmol) in 1,2-dichloroethane (100 mL), was added sodium triacetoxyborohydride (15.5 g, 73 mmol) portionwise at 0° C. Acetic acid (2.8 mL, 44 mmol) was subsequently added. The reaction mixture was warmed to 45° C. and stirred overnight. A saturated solution of sodium bicarbonate was added and the resulting mixture was extracted with methylene chloride. The organic layer was dried over anhydrous sodium sulfate and... Starting materials: BrC=1C=C(C=CC1)N1C2=C(C=3C=C(C=CC13)C)CN(CC2)C (5-(3-bromophenyl)-2,8-dimethyl-2,3,4,5-tetrahydro-1H-pyrido[4,3-b]indole), CN1C=CC2=CC(=CC=C12)B1OC(C)(C)C(C)(C)O1 (1-methylindole-5-boronic acid pinacol ester), C(=O)([O-])[O-].[K+].[K+] (K2CO3), O (water). The reagents and catalysts are C=1C=CC(=CC1)[P](C=2C=CC=CC2)(C=3C=CC=CC3)[Pd]([P](C=4C=CC=CC4)(C=5C=CC=CC5)C=6C=CC=CC6)([P](C=7C=CC=CC7)(C=8C=CC=CC8)C=9C=CC=CC9)[P](C=1C=CC=CC1)(C=1C=CC=CC1)C=1C=CC=CC1 (Pd(PPh3)4). The solvent is COCCOC (DME). Conditions: temperature 90 celsius, time 45 minute. The product is CN1CC2=C(N(C=3C=CC(=CC23)C)C2=CC(=CC=C2)C=2C=C3C=CN(C3=CC2)C)CC1 (2,8-dimethyl-5-(3-(1-methyl-1H-indol-5-yl)phenyl)-2,3,4,5-tetrahydro-1H-pyrido[4,3-b]indole). As a reaction SMILES: Br[C:2]1[CH:3]=[C:4]([N:8]2[C:16]3[CH:15]=[CH:14][C:13]([CH3:17])=[CH:12][C:11]=3[C:10]3[CH2:18][N:19]([CH3:22])[CH2:20][CH2:21][C:9]2=3)[CH:5]=[CH:6][CH:7]=1.[CH3:23][N:24]1[C:32]2[C:27](=[CH:28][C:29](B3OC(C)(C)C(C)(C)O3)=[CH:30][CH:31]=2)[CH:26]=[CH:25]1.C([O-])([O-])=O.[K+].[K+].O>COCCOC.C1C=CC([P]([Pd]([P](C2C=CC=CC=2)(C2C=CC=CC=2)C2C=CC=CC=2)([P](C2C=CC=CC=2)(C2C=CC=CC=2)C2C=CC=CC=2)[P](C2C=CC=CC=2)(C2C=CC=CC=2)C2C=CC=CC=2)(C2C=CC=CC=2)C2C=CC=CC=2)=CC=1>[CH3:22][N:19]1[CH2:20][CH2:21][C:9]2[N:8]([C:4]3[CH:5]=[CH:6][CH:7]=[C:2]([C:29]4[CH:28]=[C:27]5[C:32](=[CH:31][CH:30]=4)[N:24]([CH3:23])[CH:25]=[CH:26]5)[CH:3]=3)[C:16]3[CH:15]=[CH:14][C:13]([CH3:17])=[CH:12][C:11]=3[C:10]=2[CH2:18]1 |f:2.3.4,^1:58,60,79,98|. Reported procedure: To a de-aerated solution of 5-(3-bromophenyl)-2,8-dimethyl-2,3,4,5-tetrahydro-1H-pyrido[4,3-b]indole (100 mg, 0.281 mmol), 1-methylindole-5-boronic acid pinacol ester (144 mg, 0.560 mmol) and K2CO3 (116 mg, 0.845 mmol) in DME (4 mL)-water (2 mL) was added Pd(PPh3)4 (16 mg, 0.013 mmol). The reaction mixture was stirred at 90° C. for 45 min. The reaction mixture was concentrated under reduced pressure. The residue was dissolved in EtOAc (50 mL) and washed with water (20 mL). The organic layer was ... The reactants are C(C)(C)(C)OC(NC1(CCC1)C1=CC=C(C=C1)C1=NC=2N(N=C3C(=CC=CC23)CO)C=C1C1=CC=CC=C1)=O ({1-[4-(7-Hydroxymethyl-3-phenylpyrimido[1,2-b]indazol-2-yl)phenyl]-cyclobutyl}carbamic acid tert-butylester), COC(=O)C1=CC=CC2=C3N(N=C12)C=C(C(=N3)C3=CC=C(C=C3)C3(CCC3)NC(=O)OC(C)(C)C)C3=CC=CC=C3 (2-[4-(tert-Butoxycarbonylaminocyclobutyl)phenyl]-3-phenylpyrimido[1,2-b]indazole-7-carboxylic acid methyl ester), [H-].[Al+3].[Li+].[H-].[H-].[H-] (lithium aluminium hydride), [H-].[Al+3].[Li+].[H-].[H-].[H-] (lithium aluminium hydride), [H-].[Al+3].[Li+].[H-].[H-].[H-] (lithium aluminium hydride). Run in Cl (hydrogen chloride), O1CCOCC1 (dioxane), O1CCCC1 (tetrahydrofuran). Reaction conditions: time 4 hour. The product is NC1(CCC1)C1=CC=C(C=C1)C1=NC=2N(N=C3C(=CC=CC23)CO)C=C1C1=CC=CC=C1 ({2-[4-(1-Aminocyclobutyl)phenyl]-3-phenylpyrimido[1,2-b]indazol-7-yl}-methanol). Yield: 2.2%. Reaction SMILES: C[O:2][C:3]([C:5]1[C:13]2[C:9](=[C:10]3[N:17]=[C:16]([C:18]4[CH:23]=[CH:22][C:21]([C:24]5([NH:28]C(OC(C)(C)C)=O)[CH2:27][CH2:26][CH2:25]5)=[CH:20][CH:19]=4)[C:15]([C:36]4[CH:41]=[CH:40][CH:39]=[CH:38][CH:37]=4)=[CH:14][N:11]3[N:12]=2)[CH:8]=[CH:7][CH:6]=1)=O.[H-].[Al+3].[Li+].[H-].[H-].[H-].C(OC(=O)NC1(C2C=CC(C3C(C4C=CC=CC=4)=CN4N=C5C(C=CC=C5CO)=C4N=3)=CC=2)CCC1)(C)(C)C>O1CCCC1.Cl.O1CCOCC1>[NH2:28][C:24]1([C:21]2[CH:20]=[CH:19][C:18]([C:16]3[C:15]([C:36]4[CH:41]=[CH:40][CH:39]=[CH:38][CH:37]=4)=[CH:14][N:11]4[N:12]=[C:13]5[C:9]([CH:8]=[CH:7][CH:6]=[C:5]5[CH2:3][OH:2])=[C:10]4[N:17]=3)=[CH:23][CH:22]=2)[CH2:25][CH2:26][CH2:27]1 |f:1.2.3.4.5.6|. Reported procedure: 135.7 mg (0.247 mmol) 2-[4-(tert-Butoxycarbonylaminocyclobutyl)phenyl]-3-phenylpyrimido[1,2-b]indazole-7-carboxylic acid methyl ester, described in example 10, were dissolved in 5 mL tetrahydrofuran. After addition of 18.8 mg (0.5 mmol) lithium aluminium hydride at −78° C., the reaction mixture was stirred was four hours. After addition of another equivalent lithium aluminium hydride stirring was continued for three hours at ° C. Stirring was further continued over night at room temperature. Add...